Dataset: the Open Reaction Database (ORD), a public repository of structured organic reaction records. Task: describe an organic reaction: reactants, conditions, products, and yield The reactants are N([C@H](CC1=CN(C2=CC=CC=C12)C)C(=O)O)C(=O)OC(C)(C)C (Boc-D-Trp(CH3)-OH), Cl (HCl), N[C@H](CC1=CC=CC=C1)C(=O)OC (H-D-Phe-OCH3), C=1C=CC2=C(C1)N=NN2O (HOBT). Solvent: CN(C)C=O (DMF). Reaction conditions: time 2 hour. Yields the product N([C@H](CC1=CN(C2=CC=CC=C12)C)C(=O)N[C@H](CC1=CC=CC=C1)C(=O)OC)C(=O)OC(C)(C)C (Boc-D-Trp(CH3)-D-Phe-OCH3). Yield: 60.5%. Reaction SMILES: [NH:1]([C:17]([O:19][C:20]([CH3:23])([CH3:22])[CH3:21])=[O:18])[C@@H:2]([C:14](O)=[O:15])[CH2:3][C:4]1[C:12]2[C:7](=[CH:8][CH:9]=[CH:10][CH:11]=2)[N:6]([CH3:13])[CH:5]=1.Cl.[NH2:25][C@@H:26]([C:34]([O:36][CH3:37])=[O:35])[CH2:27][C:28]1[CH:33]=[CH:32][CH:31]=[CH:30][CH:29]=1.C1C=CC2N(O)N=NC=2C=1>CN(C=O)C>[NH:1]([C:17]([O:19][C:20]([CH3:22])([CH3:23])[CH3:21])=[O:18])[C@@H:2]([C:14]([NH:25][C@@H:26]([C:34]([O:36][CH3:37])=[O:35])[CH2:27][C:28]1[CH:33]=[CH:32][CH:31]=[CH:30][CH:29]=1)=[O:15])[CH2:3][C:4]1[C:12]2[C:7](=[CH:8][CH:9]=[CH:10][CH:11]=2)[N:6]([CH3:13])[CH:5]=1. Procedure details: To a mixture of Boc-D-Trp(CH3)-OH (1.59 g), HCl.H-D-Phe-OCH3 (1.08 g) and HOBT (0.81 g) in DMF (20 ml) was added WSCD (0.93 g) under ice-bath cooling. After being stirred for 2 hours at room temperature, the mixture was concentrated in vacuo and the residue was dissolved in ethyl acetate (50 ml). The solution was washed with 0.5N hydrochloric acid (20 ml), water (20 ml), saturated sodium bicarbonate (20 ml) and water (20 ml×2) successively, dried over magnesium sulfate and evaporated in vacuo. T... Procedure: O-Methyl hydroxylamine hydrochloride (289 mg, 3.46 mmol) was added to 1-(7-acetyl-5-benzyloxy-1,3-benzothiazol-2-yl)-3-ethyl-urea (650 mg, 1.73 mmol) in DMF (7 mL). The reaction mixture was heated to 60° C. for 2 h after which time LCMS indicated clean conversion to the desired product. The reaction was diluted with EtOAc, washed with water then brine and the organic layer dried (MgSO4), filtered and the solvent removed in vacuo to give the desired compound an off white solid, 550 mg, 78% yield. Run at temperature 60 celsius. The product is C(C1=CC=CC=C1)OC=1C=C(C2=C(N=C(S2)NC(=O)NCC)C1)/C(=N/OC)/C (1-[5-Benzyloxy-7-[(E)-N-methoxy-C-methyl-carbonimidoyl]-1,3-benzothiazol-2-yl]-3-ethyl-urea). Yield: 78.0%. Starting materials: Cl.CON (O-Methyl hydroxylamine hydrochloride), C(C)(=O)C1=CC(=CC=2N=C(SC21)NC(=O)NCC)OCC2=CC=CC=C2 (1-(7-acetyl-5-benzyloxy-1,3-benzothiazol-2-yl)-3-ethyl-urea). Reaction SMILES: Cl.[CH3:2][O:3][NH2:4].[C:5]([C:8]1[C:16]2[S:15][C:14]([NH:17][C:18]([NH:20][CH2:21][CH3:22])=[O:19])=[N:13][C:12]=2[CH:11]=[C:10]([O:23][CH2:24][C:25]2[CH:30]=[CH:29][CH:28]=[CH:27][CH:26]=2)[CH:9]=1)(=O)[CH3:6]>CN(C=O)C>[CH2:24]([O:23][C:10]1[CH:9]=[C:8](/[C:5](/[CH3:6])=[N:4]/[O:3][CH3:2])[C:16]2[S:15][C:14]([NH:17][C:18]([NH:20][CH2:21][CH3:22])=[O:19])=[N:13][C:12]=2[CH:11]=1)[C:25]1[CH:26]=[CH:27][CH:28]=[CH:29][CH:30]=1 |f:0.1|. Run in CN(C)C=O (DMF).